Dataset: the Open Reaction Database (ORD), a public repository of structured organic reaction records. Task: describe an organic reaction: reactants, conditions, products, and yield Starting materials: C(C)(C)(C)OC(CN(S(=O)(=O)C1=CC2=CC(=CC=C2C=C1)OC)[C@@H]1C(N(CC1)CC1=CSC(=C1)C#N)=O)=O (2-[[1-(5-cyanothiophene-3-ylmethyl)-2-oxopyrrolidin-3-(S)-yl]-(7-methoxynaphthalene-2-sulfonyl)amino]acetic acid tert-butyl ester), C(=O)(C(F)(F)F)O (TFA). Run in C(Cl)Cl (CH2Cl2). Reaction conditions: time 2 hour. Yields the product C(#N)C1=CC(=CS1)CN1C([C@H](CC1)N(CC(=O)O)S(=O)(=O)C1=CC2=CC(=CC=C2C=C1)OC)=O (2-[[1-(5-Cyanothiophene-3-ylmethyl)-2-oxopyrrolidin-3-(S)-yl](7-methoxynaphthalene-2-sulfonyl)amino]acetic acid). As a reaction SMILES: C([O:5][C:6](=[O:38])[CH2:7][N:8]([C@H:24]1[CH2:28][CH2:27][N:26]([CH2:29][C:30]2[CH:34]=[C:33]([C:35]#[N:36])[S:32][CH:31]=2)[C:25]1=[O:37])[S:9]([C:12]1[CH:21]=[CH:20][C:19]2[C:14](=[CH:15][C:16]([O:22][CH3:23])=[CH:17][CH:18]=2)[CH:13]=1)(=[O:11])=[O:10])(C)(C)C.C(O)(C(F)(F)F)=O>C(Cl)Cl>[C:35]([C:33]1[S:32][CH:31]=[C:30]([CH2:29][N:26]2[CH2:27][CH2:28][C@H:24]([N:8]([S:9]([C:12]3[CH:21]=[CH:20][C:19]4[C:14](=[CH:15][C:16]([O:22][CH3:23])=[CH:17][CH:18]=4)[CH:13]=3)(=[O:11])=[O:10])[CH2:7][C:6]([OH:38])=[O:5])[C:25]2=[O:37])[CH:34]=1)#[N:36]. Procedure details: To a solution of 2-[[1-(5-cyanothiophene-3-ylmethyl)-2-oxopyrrolidin-3-(S)-yl]-(7-methoxynaphthalene-2-sulfonyl)amino]acetic acid tert-butyl ester (0.40 g, 0.72 mmol) in 15 mL of CH2Cl2 is added 5 mL of TFA. After 2 hours, the solution is concentrated to give the title compound as a white foam. The reactants are trans-1-(2-tetrahydropyranyl)-3-(1-hydroxyethyl)-4-[2-(2-tetrahydropyranyl)-oxyethyl]-2-azetidinone, β-(1-hydroxyethyl)-3-oxa-1-azabicyclo[4.2.0]octane, O=C1CC2CCOC(N12)(C)C (8-oxo-2,2-dimethyl-3-oxa-1-azabicyclo[4.2.0]octane), O1C(CCCC1)N1C(CC1CCOC1OCCCC1)=O (1-(2-tetrahydropyranyl)-4-[2-(2-tetrahydropyranyl)oxyethyl]-2-azetidinone). The product is O1C(CCCC1)N1C([C@H]([C@@H]1CCOC1OCCCC1)C(C)O)=O (Trans-1-(2-tetrahydropyranyl)-3-(1-hydroxyethyl)-4-[2-(2-tetrahydropyranyl)oxyethyl]-2-azetidinone). RXN SMILES: [O:1]=[C:2]1N2C(CCOC2(C)C)[CH2:3]1.[O:12]1[CH2:17][CH2:16][CH2:15][CH2:14][CH:13]1[N:18]1[CH:21]([CH2:22][CH2:23][O:24][CH:25]2[CH2:30][CH2:29][CH2:28][CH2:27][O:26]2)[CH2:20][C:19]1=[O:31]>>[O:12]1[CH2:17][CH2:16][CH2:15][CH2:14][CH:13]1[N:18]1[C@@H:21]([CH2:22][CH2:23][O:24][CH:25]2[CH2:30][CH2:29][CH2:28][CH2:27][O:26]2)[C@H:20]([CH:2]([OH:1])[CH3:3])[C:19]1=[O:31]. Procedure details: Following the procedure described for the preparation of 8-oxo-2,2-dimethyl-7α and β-(1-hydroxyethyl)-3-oxa-1-azabicyclo[4.2.0]octane from 8-oxo-2,2-dimethyl-3-oxa-1-azabicyclo[4.2.0]octane and using 1-(2-tetrahydropyranyl)-4-[2-(2-tetrahydropyranyl)oxyethyl]-2-azetidinone one obtains a diastereomeric mixture of both cis and trans-1-(2-tetrahydropyranyl)-3-(1-hydroxyethyl)-4-[2-(2-tetrahydropyranyl)-oxyethyl]-2-azetidinone.